This data is from the Open Reaction Database (ORD), a public repository of structured organic reaction records. The task is: describe an organic reaction: reactants, conditions, products, and yield The reactants are Cl.C(C)N (ethylamine hydrochloride), [OH-].[Na+] (sodium hydroxide), BrCC=1C=C(C=CC1)C(C)=O (3′-bromomethylacetophenone). Solvent: C(C)N(CC)CC (triethylamine). Yields the product C(C)NCC=1C=C(C=CC1)C(C)=O (3′-(N-Ethylaminomethyl)acetophenone). The yield is 66.6%. As a reaction SMILES: Cl.[CH2:2]([NH2:4])[CH3:3].[OH-].[Na+].Br[CH2:8][C:9]1[CH:10]=[C:11]([C:15](=[O:17])[CH3:16])[CH:12]=[CH:13][CH:14]=1>C(N(CC)CC)C>[CH2:2]([NH:4][CH2:8][C:9]1[CH:10]=[C:11]([C:15](=[O:17])[CH3:16])[CH:12]=[CH:13][CH:14]=1)[CH3:3] |f:0.1,2.3|. Procedure details: The procedure described in Referential Example 4 was repeated, except that ethylamine hydrochloride (16.31 g; 200 mmol), sodium hydroxide (instead of triethylamine) (8 g; 200 mmol), and 3′-bromomethylacetophenone (4.26 g; 20 mmol) were used, to thereby yield 2.36 g of the target compound (yield: 66.7%). Reactants: BrC=1C=CC(=C(C1)C(O)C=1C=NC=CC1)F ((5-bromo-2-fluorophenyl)(pyridin-3-yl)methanol), CC(=O)OI1(C=2C=CC=CC2C(=O)O1)(OC(=O)C)OC(=O)C (Dess-Martin periodinane). Solvent: C(Cl)Cl (DCM). Product: BrC=1C=CC(=C(C1)C(=O)C=1C=NC=CC1)F ((5-bromo-2-fluorophenyl)(pyridin-3-yl)methanone). RXN SMILES: [Br:1][C:2]1[CH:3]=[CH:4][C:5]([F:16])=[C:6]([CH:8]([C:10]2[CH:11]=[N:12][CH:13]=[CH:14][CH:15]=2)[OH:9])[CH:7]=1.CC(OI1(OC(C)=O)(OC(C)=O)OC(=O)C2C=CC=CC1=2)=O>C(Cl)Cl>[Br:1][C:2]1[CH:3]=[CH:4][C:5]([F:16])=[C:6]([C:8]([C:10]2[CH:11]=[N:12][CH:13]=[CH:14][CH:15]=2)=[O:9])[CH:7]=1. Reported procedure: To a stirring solution of (5-bromo-2-fluorophenyl)(pyridin-3-yl)methanol (3.75 g, 13.3 mmol) in DCM (50 mL) was added Dess-Martin periodinane (6.21 g, 14.6 mmol) portion-wise over several minutes. The reaction was then quenched with saturated 1:1 Na2S2O3/NaHCO3 solution (140 mL) and stirred until gas evolution ceased. The aqueous layer was extracted with DCM, dried over MgSO4, and purified by column chromatography (gradient 0 to 30% EtOAc in hexanes) to give the product. 1H NMR (400 MHz, CDCl3) ... Starting materials: OB(O)c1ccc(Br)cc1, CC(Nc1nccc(-n2cnc3ccc(I)cc32)n1)c1ccccc1. Product: CC(Nc1nccc(-n2cnc3ccc(-c4ccc(Br)cc4)cc32)n1)c1ccccc1. As a reaction SMILES: [Br:26][c:27]1[cH:28][cH:29][c:30]([B:33]([OH:34])[OH:35])[cH:31][cH:32]1.[c:1]1([CH:7]([CH3:8])[NH:9][c:10]2[n:11][cH:12][cH:13][c:14](-[n:16]3[cH:17][n:18][c:19]4[c:20]3[cH:21][c:22]([I:25])[cH:23][cH:24]4)[n:15]2)[cH:2][cH:3][cH:4][cH:5][cH:6]1>>[c:1]1([CH:7]([CH3:8])[NH:9][c:10]2[n:11][cH:12][cH:13][c:14](-[n:16]3[cH:17][n:18][c:19]4[c:20]3[cH:21][c:22](-[c:30]3[cH:29][cH:28][c:27]([Br:26])[cH:32][cH:31]3)[cH:23][cH:24]4)[n:15]2)[cH:2][cH:3][cH:4][cH:5][cH:6]1. Reactants: C(=O)C1=CC=C(C=C1)C1=CN(C2=CC(=CC=C12)NS(=O)(=O)C)C(C)C (N-[3-(4-formyl-phenyl)-1-isopropyl-1H-indol-6-yl]-methanesulfonamide), O1CCCC1 (tetrahydrofuran), Cl.NO (hydroxylamine hydrochloride), C(C)O (ethanol). Run in C(C)(=O)OCC (ethyl acetate), N1=CC=CC=C1 (pyridine). Conditions: temperature 60 celsius, time 2 hour. Yields the product ON=CC1=CC=C(C=C1)C1=CN(C2=CC(=CC=C12)NS(=O)(=O)C)C(C)C (N-{3-[4-(Hydroxyimino-methyl)-phenyl]-1-isopropyl-1H-indol-6-yl}-methanesulfonamide). The yield is 69.0%. Reaction SMILES: [CH:1]([C:3]1[CH:8]=[CH:7][C:6]([C:9]2[C:17]3[C:12](=[CH:13][C:14]([NH:18][S:19]([CH3:22])(=[O:21])=[O:20])=[CH:15][CH:16]=3)[N:11]([CH:23]([CH3:25])[CH3:24])[CH:10]=2)=[CH:5][CH:4]=1)=O.Cl.[NH2:27][OH:28].C(O)C.O1CCCC1>C(OCC)(=O)C.N1C=CC=CC=1>[OH:28][N:27]=[CH:1][C:3]1[CH:8]=[CH:7][C:6]([C:9]2[C:17]3[C:12](=[CH:13][C:14]([NH:18][S:19]([CH3:22])(=[O:21])=[O:20])=[CH:15][CH:16]=3)[N:11]([CH:23]([CH3:25])[CH3:24])[CH:10]=2)=[CH:5][CH:4]=1 |f:1.2|. Reported procedure: Method Z-2 Place N-[3-(4-formyl-phenyl)-1-isopropyl-1H-indol-6-yl]-methanesulfonamide and hydroxylamine hydrochloride into a round bottom flask under nitrogen. Add ethanol (10 mL), tetrahydrofuran (10 mL) and pyridine. Warm to 60° C., and stir for 2 hours. Dilute with ethyl acetate (20 mL), and wash with 1N hydrochloric acid. Dry the organic layer over sodium sulfate, and concentrate in vacuo. Purify the residue by flash chromatography on silica (5-40% ethyl acetate in dichloromethane) to give N... The reactants are BrC1=C(N=C(S1)C)C(=O)N1[C@@H]([C@@H]2C[C@@H]2C1)CNC=1OC2=C(N1)C=CC=C2 (N-({(1R,2S,5S)-3-[(5-bromo-2-methyl-1,3-thiazol-4-yl)carbonyl]-3-azabicyclo[3.1.0]hex-2-yl}methyl)-1,3-benzoxazol-2-amine), C1(=C(C=CC=C1)B(O)O)C (2-tolylboronic acid), C([O-])([O-])=O.[Cs+].[Cs+] (cesium carbonate). The reagents and catalysts are C1=CC=C(C=C1)P([C-]2C=CC=C2)C3=CC=CC=C3.C1=CC=C(C=C1)P([C-]2C=CC=C2)C3=CC=CC=C3.Cl[Pd]Cl.[Fe+2] (PdCl2(dppf)). Solvent: CN(C)C=O (DMF). Conditions: temperature 130 celsius. Product: CC=1SC(=C(N1)C(=O)N1[C@@H]([C@@H]2C[C@@H]2C1)CNC=1OC2=C(N1)C=CC=C2)C2=C(C=CC=C2)C (N-[((1R,2S,5S)-3-{[2-methyl-5-(2-methylphenyl)-1,3-thiazol-4-yl]carbonyl}-3-azabicyclo[3.1.0]hex-2-yl)methyl]-1,3-benzoxazol-2-amine). As a reaction SMILES: Br[C:2]1[S:6][C:5]([CH3:7])=[N:4][C:3]=1[C:8]([N:10]1[CH2:15][C@@H:14]2[C@@H:12]([CH2:13]2)[C@H:11]1[CH2:16][NH:17][C:18]1[O:19][C:20]2[CH:26]=[CH:25][CH:24]=[CH:23][C:21]=2[N:22]=1)=[O:9].[C:27]1([CH3:36])[CH:32]=[CH:31][CH:30]=[CH:29][C:28]=1B(O)O.C(=O)([O-])[O-].[Cs+].[Cs+]>CN(C=O)C.C1C=CC(P(C2C=CC=CC=2)[C-]2C=CC=C2)=CC=1.C1C=CC(P(C2C=CC=CC=2)[C-]2C=CC=C2)=CC=1.Cl[Pd]Cl.[Fe+2]>[CH3:7][C:5]1[S:6][C:2]([C:28]2[CH:29]=[CH:30][CH:31]=[CH:32][C:27]=2[CH3:36])=[C:3]([C:8]([N:10]2[CH2:15][C@@H:14]3[C@@H:12]([CH2:13]3)[C@H:11]2[CH2:16][NH:17][C:18]2[O:19][C:20]3[CH:26]=[CH:25][CH:24]=[CH:23][C:21]=3[N:22]=2)=[O:9])[N:4]=1 |f:2.3.4,6.7.8.9|. Procedure details: To a solution of N-({(1R,2S,5S)-3-[(5-bromo-2-methyl-1,3-thiazol-4-yl)carbonyl]-3-azabicyclo[3.1.0]hex-2-yl}methyl)-1,3-benzoxazol-2-amine (0.010 g, 0.023 mmol) and 2-tolylboronic acid (0.012 g, 0.092 mmol) in DMF (0.25 mL) was added 1M aqueous cesium carbonate (0.092 mL, 0.092 mmol) and PdCl2(dppf) (0.0016 g, 0.0023 mmol) and heated in a microwave to 130° C. for 10 minutes. The system was cooled to room temperature, extracted with EtOAc, washed with water, dried over sodium sulfate and concentr...